From a dataset of the Open Reaction Database (ORD), a public repository of structured organic reaction records. describe an organic reaction: reactants, conditions, products, and yield Reactants: [Br-].C(C)(C)[P+](C1=CC=CC=C1)(C1=CC=CC=C1)C1=CC=CC=C1 (isopropyltriphenylphosphonium bromide), C1=CC2=C(C=C1C=O)OCO2 (piperonal), solution, C(CCC)[Li] (butyllithium), CCOCC (ether). Solvent: CCCCCC (hexane). Reaction conditions: time 4 hour. The product is O1COC2=C1C=CC(=C2)C=C(C)C (1-(1,3-Benzodioxol-5-yl)-2-methyl-1-propene). As a reaction SMILES: [CH2:1]([Li])[CH2:2][CH2:3]C.CCOCC.[Br-].C([P+](C1C=CC=CC=1)(C1C=CC=CC=1)C1C=CC=CC=1)(C)C.[CH:34]1[C:39]([CH:40]=O)=[CH:38][C:37]2[O:42][CH2:43][O:44][C:36]=2[CH:35]=1>CCCCCC>[O:44]1[C:36]2[CH:35]=[CH:34][C:39]([CH:40]=[C:2]([CH3:3])[CH3:1])=[CH:38][C:37]=2[O:42][CH2:43]1 |f:2.3|. Procedure details: 62.5 ml of a 1.6M solution of butyllithium in hexane was added to 500 ml of anhydrous ether. 38.5 g of isopropyltriphenylphosphonium bromide was added thereto in a nitrogen gas stream and the mixture was stirred for 4 h. 18 g of piperonal was added to the reaction mixture and the resulting mixture was stirred for 5.5 h and then filtered. The filtrate was washed with 1 l of ether, concentrated under reduced pressure and purified according to silica gel column chromatography (hexane/ethyl acetate=...